describe an organic reaction: reactants, conditions, products, and yield From a dataset of the Open Reaction Database (ORD), a public repository of structured organic reaction records. The reactants are ClC1=CC=C(C=C1)C=1SC(=C(N1)C)C(=O)NC1CN(CCC1)C=1C=CC(=C(C(=O)OC)C1)[N+](=O)[O-] (Methyl 5-[3-[[2-(4-chlorophenyl)-4-methylthiazole-5-carbonyl]amino]piperidin-1-yl]-2-nitrobenzoate), reduced iron. Run in C(C)(=O)O (acetic acid). Reaction conditions: temperature 80 celsius, time 3 hour. Yields the product NC1=C(C(=O)OC)C=C(C=C1)N1CC(CCC1)NC(=O)C1=C(N=C(S1)C1=CC=C(C=C1)Cl)C (Methyl 2-amino-5-[3-[[2-(4-chlorophenyl)-4-methylthiazole-5-carbonyl]amino]piperidin-1-yl]benzoate). The yield is 92.3%. RXN SMILES: [Cl:1][C:2]1[CH:7]=[CH:6][C:5]([C:8]2[S:9][C:10]([C:14]([NH:16][CH:17]3[CH2:22][CH2:21][CH2:20][N:19]([C:23]4[CH:24]=[CH:25][C:26]([N+:33]([O-])=O)=[C:27]([CH:32]=4)[C:28]([O:30][CH3:31])=[O:29])[CH2:18]3)=[O:15])=[C:11]([CH3:13])[N:12]=2)=[CH:4][CH:3]=1>C(O)(=O)C>[NH2:33][C:26]1[CH:25]=[CH:24][C:23]([N:19]2[CH2:20][CH2:21][CH2:22][CH:17]([NH:16][C:14]([C:10]3[S:9][C:8]([C:5]4[CH:4]=[CH:3][C:2]([Cl:1])=[CH:7][CH:6]=4)=[N:12][C:11]=3[CH3:13])=[O:15])[CH2:18]2)=[CH:32][C:27]=1[C:28]([O:30][CH3:31])=[O:29]. Procedure details: Methyl 5-[3-[[2-(4-chlorophenyl)-4-methylthiazole-5-carbonyl]amino]piperidin-1-yl]-2-nitrobenzoate (14.6 g, 28.4 mmol) was suspended in acetic acid (140 mL). To this suspension, reduced iron (9.49 g, 170 mmol) was added and the mixture was stirred at 80° C. for 3 hours. The mixture was then allowed to cool and was filtered through Celite. The solvent was removed and a saturated aqueous sodium bicarbonate solution was added to the residue to make it basic. The crystallized powdery product was col... The reactants are C1(=CC=CC=C1)S(=O)(=O)OCCC1=CC=C(C=C1)OS(=O)(=O)C1=CC=CC=C1 (4-[phenylsulfonyloxy]phenethyl 1-benzenesulfonate), OC1=CC=C(C=O)C=C1 (p-hydroxybenzaldehyde), C([O-])([O-])=O.[K+].[K+] (potassium carbonate). The solvent is C(C)#N (acetonitrile). The product is C1(=CC=CC=C1)S(=O)(=O)OC1=CC=C(C=C1)CCOC1=CC=C(C=C1)C=O (4-[2-(4-formylphenoxy)ethyl]phenyl 1-benzenesulfonate). Isolated yield 65.4%. Reaction SMILES: C1(S([O:10][CH2:11][CH2:12][C:13]2[CH:18]=[CH:17][C:16]([O:19][S:20]([C:23]3[CH:28]=[CH:27][CH:26]=[CH:25][CH:24]=3)(=[O:22])=[O:21])=[CH:15][CH:14]=2)(=O)=O)C=CC=CC=1.O[C:30]1[CH:37]=[CH:36][C:33]([CH:34]=[O:35])=[CH:32][CH:31]=1.C(=O)([O-])[O-].[K+].[K+]>C(#N)C>[C:23]1([S:20]([O:19][C:16]2[CH:15]=[CH:14][C:13]([CH2:12][CH2:11][O:10][C:30]3[CH:37]=[CH:36][C:33]([CH:34]=[O:35])=[CH:32][CH:31]=3)=[CH:18][CH:17]=2)(=[O:21])=[O:22])[CH:24]=[CH:25][CH:26]=[CH:27][CH:28]=1 |f:2.3.4|. Procedure details: 20 g (48 mmole) 4-[phenylsulfonyloxy]phenethyl 1-benzenesulfonate, 11.7 g (95 mmole) p-hydroxybenzaldehyde and 13.27 g (96 mmole) potassium carbonate in 100 ml acetonitrile were refluxed over night. The precipitate was filtered off and the filtrate was evaporated in vacuo. Dichloromethane was added, the solid material was filtered off and the filtrate was evaporated in vacuo. The residue was purified by chromatography on silica gel using ethyl acetate:petroleum ether (1:2) as eluent to give 12 g... Starting materials: C(=O)(OC(C)(C)C)N1[C@H](CO)CCC1 ((S)-N-Boc prolinol), C(=O)(OCC1=CC=CC=C1)N1[C@H](CO)CCC1 (CBZ-prolinol). Procedure details: (S)-N-Boc-2-Formyl-pyrrolidine was prepared by Swern oxidation of (S)-N-Boc prolinol (Fluka) according to the conditions described by M. G. B. Drew et al., J. Chem. Soc. Perkin 1, 1998, 1627, for the oxidation of CBZ-prolinol. RXN SMILES: [C:1]([N:8]1[CH2:14][CH2:13][CH2:12][C@H:9]1[CH2:10][OH:11])([O:3][C:4]([CH3:7])([CH3:6])[CH3:5])=[O:2].C(N1CCC[C@H]1CO)(OCC1C=CC=CC=1)=O>>[C:1]([N:8]1[CH2:14][CH2:13][CH2:12][C@H:9]1[CH:10]=[O:11])([O:3][C:4]([CH3:7])([CH3:6])[CH3:5])=[O:2]. The product is C(=O)(OC(C)(C)C)N1[C@@H](CCC1)C=O ((S)-N-Boc-2-Formyl-pyrrolidine). The reactants are O=C(OCc1ccccc1)c1cc(-c2ccccc2O)nc2ccccc12, CC(=O)OC(C)=O, c1ccncc1. Product: CC(=O)Oc1ccccc1-c1cc(C(=O)OCc2ccccc2)c2ccccc2n1. As a reaction SMILES: [CH2:8]([c:9]1[cH:10][cH:11][cH:12][cH:13][cH:14]1)[O:15][C:16](=[O:17])[c:18]1[cH:19][c:20](-[c:28]2[c:29]([OH:34])[cH:30][cH:31][cH:32][cH:33]2)[n:21][c:22]2[cH:23][cH:24][cH:25][cH:26][c:27]12.[CH3:1][C:2](=[O:3])[O:4][C:5](=[O:6])[CH3:7].[cH:35]1[cH:36][cH:37][n:38][cH:39][cH:40]1>>[CH3:1][C:2](=[O:3])[O:34][c:29]1[c:28](-[c:20]2[cH:19][c:18]([C:16]([O:15][CH2:8][c:9]3[cH:10][cH:11][cH:12][cH:13][cH:14]3)=[O:17])[c:27]3[c:22]([n:21]2)[cH:23][cH:24][cH:25][cH:26]3)[cH:33][cH:32][cH:31][cH:30]1. Reactants: C=CC(CCC)=O (hex-1-en-3-one), OC1(C(C(CC(C1)O)(C)C)C=CC(C)O)C (4-(2,4-Dihydroxy-2,6,6-Trimethylcyclohexyl)But-3-en-2-ol). The product is OC1(C(C(CC(C1)O)(C)C)C=CC(CCC)O)C (1-(2,4-Dihydroxy-2,6,6-Trimethylcyclohexyl)Hex-1-en-3-ol). RXN SMILES: [CH2:1]=[CH:2]C(=O)CCC.[OH:8][C:9]1([CH3:23])[CH2:14][CH:13]([OH:15])[CH2:12][C:11]([CH3:17])([CH3:16])[CH:10]1[CH:18]=[CH:19][CH:20]([OH:22])[CH3:21]>>[OH:8][C:9]1([CH3:23])[CH2:14][CH:13]([OH:15])[CH2:12][C:11]([CH3:16])([CH3:17])[CH:10]1[CH:18]=[CH:19][CH:20]([OH:22])[CH2:21][CH2:1][CH3:2]. Reported procedure: The entitled compound was prepared from 1-[4-(t-butyldimethylsilyl)oxy-2,6,6-trimethylcyclohex-1-enyl)]hex-1-en-3-one in the same manner as described in Example 1-(4), (5), and (6). The reactants are C(CCC)C1=CC2=C(N=C3N(C2=O)C=C(C=C3)C(=O)O)S1 (2-butyl-4-oxo-4H-pyrido[1,2-a]thieno[2,3-d]pyrimidine-7-carboxylic acid), C(=O)(N1C=NC=C1)N1C=NC=C1 (1,1'carbonyldiimidazole), O.NC1=NN=NN1 (5-aminotetrazole monohydrate). Solvent: CN(C=O)C (dimethylformamide). Run at temperature 105 celsius. Yields the product C(CCC)C1=CC2=C(N=C3N(C2=O)C=C(C=C3)C(=O)NC3=NN=NN3)S1 (2-Butyl-4-oxo-N-1H-tetrazol-5-yl-4H-pyrido[1,2-a]thieno[2,3-d]pyrimidine-7-carboxamide). Reaction SMILES: [CH2:1]([C:5]1[S:21][C:8]2[N:9]=[C:10]3[CH:17]=[CH:16][C:15]([C:18]([OH:20])=O)=[CH:14][N:11]3[C:12](=[O:13])[C:7]=2[CH:6]=1)[CH2:2][CH2:3][CH3:4].C(N1C=CN=C1)(N1C=CN=C1)=O.O.[NH2:35][C:36]1[NH:40][N:39]=[N:38][N:37]=1>CN(C)C=O>[CH2:1]([C:5]1[S:21][C:8]2[N:9]=[C:10]3[CH:17]=[CH:16][C:15]([C:18]([NH:35][C:36]4[NH:40][N:39]=[N:38][N:37]=4)=[O:20])=[CH:14][N:11]3[C:12](=[O:13])[C:7]=2[CH:6]=1)[CH2:2][CH2:3][CH3:4] |f:2.3|. Reported procedure: 1.6 g (0.0053 mol) of 2-butyl-4-oxo-4H-pyrido[1,2-a]thieno[2,3-d]pyrimidine-7-carboxylic acid (Example 4) and 1.75 g (0.0108 mol) of 1,1'carbonyldiimidazole (Aldrich Chemical Company) in 50 ml of dimethylformamide are stirred under a nitrogen atmosphere at 105° C. for seventy minutes. The mixture is allowed to stand at room temperature for thirty minutes and then 0.545 g (0.00529 mol) of 5-aminotetrazole monohydrate (Aldrich Chemical Company) is added and the mixture heated at 105° C. for one hu...